From a dataset of the Open Reaction Database (ORD), a public repository of structured organic reaction records. describe an organic reaction: reactants, conditions, products, and yield Starting materials: ClCCl, C=CCC(C(=O)OC)c1ccc(F)cc1Cl, O=C(OO)c1cccc(Cl)c1. The product is COC(=O)C(CC1CO1)c1ccc(F)cc1Cl. As a reaction SMILES: [CH2:28]([Cl:29])[Cl:30].[Cl:1][c:2]1[c:3]([CH:9]([C:10](=[O:11])[O:12][CH3:13])[CH2:14][CH:15]=[CH2:16])[cH:4][cH:5][c:6]([F:8])[cH:7]1.[OH:17][O:18][C:19]([c:20]1[cH:21][c:22]([Cl:23])[cH:24][cH:25][cH:26]1)=[O:27]>>[Cl:1][c:2]1[c:3]([CH:9]([C:10](=[O:11])[O:12][CH3:13])[CH2:14][CH:15]2[CH2:16][O:17]2)[cH:4][cH:5][c:6]([F:8])[cH:7]1.